describe an organic reaction: reactants, conditions, products, and yield From a dataset of the Open Reaction Database (ORD), a public repository of structured organic reaction records. The product is O=[N+]([O-])c1ccc(C(Cl)Cl)cc1. Starting materials: O=C(Cl)Cl, O=Cc1ccc([N+](=O)[O-])cc1, O=P(c1ccccc1)(c1ccccc1)c1ccccc1. Reaction SMILES: [Cl:32][C:33]([Cl:34])=[O:35].[N+:1](=[O:2])([O-:3])[c:4]1[cH:5][cH:6][c:7]([CH:8]=[O:9])[cH:10][cH:11]1.[c:12]1([P:13](=[O:14])([c:15]2[cH:16][cH:17][cH:18][cH:19][cH:20]2)[c:21]2[cH:22][cH:23][cH:24][cH:25][cH:26]2)[cH:27][cH:28][cH:29][cH:30][cH:31]1>>[N+:1](=[O:2])([O-:3])[c:4]1[cH:5][cH:6][c:7]([CH:33]([Cl:32])[Cl:34])[cH:10][cH:11]1. The reactants are O1CC(C2=C1C=CC=C2)=O (1-Benzofuran-3(2H)-one), N1(CCNCC1)C(=O)OC(C)(C)C (tert-butyl 1-piperazine-carboxylate), C([O-])(O)=O.[Na+] (sodium bicarbonate), C(C)(=O)O[BH-](OC(C)=O)OC(C)=O.[Na+] (sodium triacetoxyborohydride), [H][H] (hydrogen). Reagents/catalysts: [Pd] (Palladium on carbon), CC([O-])C.[Ti+4].CC([O-])C.CC([O-])C.CC([O-])C (titanium(IV) isopropoxide). Solvent: CO (methanol), C1CCOC1 (THF). Conditions: time 30 minute. Product: O1CC(C2=C1C=CC=C2)N2CCN(CC2)C(=O)OC(C)(C)C (tert-Butyl 4-(2,3-dihydro-1-benzofuran-3-y)piperazine-1-carboxylate). Reaction SMILES: [O:1]1[C:5]2[CH:6]=[CH:7][CH:8]=[CH:9][C:4]=2[C:3](=O)[CH2:2]1.[N:11]1([C:17]([O:19][C:20]([CH3:23])([CH3:22])[CH3:21])=[O:18])[CH2:16][CH2:15][NH:14][CH2:13][CH2:12]1.C(=O)(O)[O-].[Na+].C(O[BH-](OC(=O)C)OC(=O)C)(=O)C.[Na+].[H][H]>C1COCC1.[Pd].CC(C)[O-].[Ti+4].CC(C)[O-].CC(C)[O-].CC(C)[O-].CO>[O:1]1[C:5]2[CH:6]=[CH:7][CH:8]=[CH:9][C:4]=2[CH:3]([N:14]2[CH2:13][CH2:12][N:11]([C:17]([O:19][C:20]([CH3:23])([CH3:22])[CH3:21])=[O:18])[CH2:16][CH2:15]2)[CH2:2]1 |f:2.3,4.5,9.10.11.12.13|. Procedure details: To a stirred solution of 80 mg (0.47 mmol) of the title compound from Step C and 87 mg (0.47 mmol) tert-butyl 1-piperazine-carboxylate in 20 ml THF was added 39 mg (0.47 mmol) sodium bicarbonate and 0.27 ml (0.93 mmol) of titanium(IV) isopropoxide. The reaction was stirred at RT for 30 min, and was heated at 70° C. for 4 h. The reaction was cooled down to ambient temperature and 200 mg (0.93 mmol) of sodium triacetoxyborohydride was added into the mixture. The reaction was continued by stirring ... Starting materials: Cl.C(C)OC(CC(=N)OC)=O (3-methoxy-3-imino propanoic acid ethyl ester hydrochloride), C1(CC1)N (cyclopropylamine). Run at time 8 hour. RXN SMILES: [ClH:1].[CH2:2]([O:4][C:5](=[O:11])[CH2:6][C:7](OC)=[NH:8])[CH3:3].[CH:12]1([NH2:15])[CH2:14][CH2:13]1>C(O)C>[ClH:1].[CH2:2]([O:4][C:5](=[O:11])[CH2:6][C:7]([NH:15][CH:12]1[CH2:14][CH2:13]1)=[NH:8])[CH3:3] |f:0.1,4.5|. Yields the product Cl.C(C)OC(CC(=N)NC1CC1)=O (3-Cyclopropylamino-3-imino propanoic acid ethyl ester hydrochloride). The solvent is C(C)O (ethanol). Procedure: To 13.3 g of 3-methoxy-3-imino propanoic acid ethyl ester hydrochloride in absolute ethanol was added 4.18 g of cyclopropylamine. The modest exotherm was controlled using a cold water bath and the reaction was stirred overnight. The ethanol was removed with rotary-evaporation to give a viscous oil. This oil was triturated with ethyl ether (1000 ml) to give a colorless solid. Yield=13.44 g. Starting materials: CCOC(C)=O, CCO, NN, [Ru], N#Cc1ccc(N(c2ccc([N+](=O)[O-])cc2)n2ccnc2)cc1. The product is N#Cc1ccc(N(c2ccc(N)cc2)n2ccnc2)cc1. Reaction SMILES: [CH3:26][CH2:27][O:28][C:29](=[O:30])[CH3:31].[CH3:32][CH2:33][OH:34].[NH2:1][NH2:2].[Ru:35].[n:3]1([N:8]([c:9]2[cH:10][cH:11][c:12]([N+:15]([O-:16])=[O:17])[cH:13][cH:14]2)[c:18]2[cH:19][cH:20][c:21]([C:22]#[N:23])[cH:24][cH:25]2)[cH:4][n:5][cH:6][cH:7]1>>[n:3]1([N:8]([c:9]2[cH:10][cH:11][c:12]([NH2:15])[cH:13][cH:14]2)[c:18]2[cH:19][cH:20][c:21]([C:22]#[N:23])[cH:24][cH:25]2)[cH:4][n:5][cH:6][cH:7]1. The reactants are C, CCO, O=C(O)CCCCCCC=CCCC(F)(F)F, [Pd]. The product is O=C(O)CCCCCCCCCCC(F)(F)F. RXN SMILES: [C:21].[CH3:18][CH2:19][OH:20].[F:1][C:2]([CH2:3][CH2:4][CH:5]=[CH:6][CH2:7][CH2:8][CH2:9][CH2:10][CH2:11][CH2:12][C:13](=[O:14])[OH:15])([F:16])[F:17].[Pd:22]>>[F:1][C:2]([CH2:3][CH2:4][CH2:5][CH2:6][CH2:7][CH2:8][CH2:9][CH2:10][CH2:11][CH2:12][C:13](=[O:14])[OH:15])([F:16])[F:17]. Starting materials: F[B-](F)(F)F, COc1ccc2[nH]cc(CCN)c2c1, O=C(O)CCc1ccc(C(F)(F)F)cc1, CN(C)C=O, O, CN(C)C(On1nnc2ccccc21)=[N+](C)C. Yields the product COc1ccc2[nH]cc(CCNC(=O)CCc3ccc(C(F)(F)F)cc3)c2c1. RXN SMILES: [B-:30]([F:31])([F:32])([F:33])[F:34].[CH3:1][O:2][c:3]1[cH:4][cH:5][c:6]2[nH:7][cH:8][c:9]([CH2:10][CH2:11][NH2:12])[c:13]2[cH:14]1.[F:15][C:16]([c:17]1[cH:18][cH:19][c:20]([CH2:21][CH2:22][C:23](=[O:24])[OH:25])[cH:26][cH:27]1)([F:28])[F:29].[O:53]=[CH:54][N:55]([CH3:56])[CH3:57].[OH2:52].[n:35]1([O:36][C:37]([N:38]([CH3:39])[CH3:40])=[N+:41]([CH3:42])[CH3:43])[c:44]2[cH:45][cH:46][cH:47][cH:48][c:49]2[n:50][n:51]1>>[CH3:1][O:2][c:3]1[cH:4][cH:5][c:6]2[nH:7][cH:8][c:9]([CH2:10][CH2:11][NH:12][C:23]([CH2:22][CH2:21][c:20]3[cH:19][cH:18][c:17]([C:16]([F:15])([F:28])[F:29])[cH:27][cH:26]3)=[O:24])[c:13]2[cH:14]1. Reactants: C(C)(=O)NCCN1C2N(C3CCCCC3C1)C(C=1N(C2)C=C(C(C1OCC1=CC=CC=C1)=O)C(=O)NCC1=C(C=C(C=C1)F)F)=O (racemic (4aS,6aS,14aS)-6-[2-(acetylamino)ethyl]-N-[(2,4-difluorophenyl)methyl]-11,13-dioxo-12-[(phenylmethyl)oxy]-1,2,3,4,4a,5,6,6a,7,11,13,14a-dodecahydropyrido[1′,2′:4,5]pyrazino[1,2-a]quinazoline-10-carboxamide). Reagents/catalysts: [Pd] (Pd/C). Product: C(C)(=O)NCCN1C2N(C3CCCCC3C1)C(C=1N(C2)C=C(C(C1O)=O)C(=O)NCC1=C(C=C(C=C1)F)F)=O (racemic-(4aS,6aS,14aS)-6-[2-(Acetylamino)ethyl]-N-[(2,4-difluorophenyl)methyl]-12-hydroxy-11,13-dioxo-1,2,3,4,4a,5,6,6a,7,11,13,14a-dodecahydropyrido[1′,2′:4,5]pyrazino[1,2-a]quinazoline-10-carboxamide). Reaction SMILES: [C:1]([NH:4][CH2:5][CH2:6][N:7]1[CH2:16][CH:15]2[CH:10]([CH2:11][CH2:12][CH2:13][CH2:14]2)[N:9]2[C:17](=[O:46])[C:18]3[N:19]([CH:21]=[C:22]([C:34]([NH:36][CH2:37][C:38]4[CH:43]=[CH:42][C:41]([F:44])=[CH:40][C:39]=4[F:45])=[O:35])[C:23](=[O:33])[C:24]=3[O:25]CC3C=CC=CC=3)[CH2:20][CH:8]12)(=[O:3])[CH3:2]>[Pd]>[C:1]([NH:4][CH2:5][CH2:6][N:7]1[CH2:16][CH:15]2[CH:10]([CH2:11][CH2:12][CH2:13][CH2:14]2)[N:9]2[C:17](=[O:46])[C:18]3[N:19]([CH:21]=[C:22]([C:34]([NH:36][CH2:37][C:38]4[CH:43]=[CH:42][C:41]([F:44])=[CH:40][C:39]=4[F:45])=[O:35])[C:23](=[O:33])[C:24]=3[OH:25])[CH2:20][CH:8]12)(=[O:3])[CH3:2]. Reported procedure: racemic-4aS,6aS,14aS)-6-[2-(Acetylamino)ethyl]-N-[(2,4-difluorophenyl)methyl]-12-hydroxy-11,13-dioxo-1,2,3,4,4a,5,6,6a,7,11,13,14a-dodecahydropyrido[1′,2′:4,5]pyrazino[1,2-a]quinazoline-10-carboxamide. In a manner similar to that described in example Z-35, from racemic-N-[2-({[(1S,2S)-2-aminocyclohexyl]methyl}amino)ethyl]acetamide hydrochloride (82 mg, 0.849 mmol) and 16a (50 mg, 0.106 mmol) was prepared the title compound (24 mg, 86%). This material was deprotected in a second step similar to t... Starting materials: CC#N, [Cl-], [Na+], [Na+], O=C([O-])[O-], On1cccn1, CCOP([O-])(=S)OCC. Product: CCOP(=S)(OCC)On1cccn1. RXN SMILES: [CH3:23][C:24]#[N:25].[Cl-:1].[Na+:17].[Na+:18].[O-:19][C:20](=[O:21])[O-:22].[OH:11][n:12]1[n:13][cH:14][cH:15][cH:16]1.[P:2](=[S:3])([O:4][CH2:5][CH3:6])([O:7][CH2:8][CH3:9])[O-:10]>>[P:2](=[S:3])([O:4][CH2:5][CH3:6])([O:7][CH2:8][CH3:9])[O:10][n:12]1[n:13][cH:14][cH:15][cH:16]1.